This data is from the Open Reaction Database (ORD), a public repository of structured organic reaction records. The task is: describe an organic reaction: reactants, conditions, products, and yield The reactants are FC(C(O)C1=CC(=C(C=C1)F)OC1=CC=CC=C1)(F)F (2,2,2-trifluoro-1-(4-fluoro-3-phenoxyphenyl)ethanol), O (water), Cl[O-].[Na+] (sodium hypochlorite). The reagents and catalysts are S(=O)(=O)(O)[O-].C(CCC)[N+](CCCC)(CCCC)CCCC (tetrabutylammonium hydrogen sulfate). Solvent: C(Cl)Cl (methylene chloride). Yields the product O(C1=CC=CC=C1)C1=C(C=CC(=C1)C(C(F)(F)F)=O)F (2-Phenoxy-4-trifluoroacetylfluorobenzene). RXN SMILES: [F:1][C:2]([F:20])([F:19])[CH:3]([C:5]1[CH:10]=[CH:9][C:8]([F:11])=[C:7]([O:12][C:13]2[CH:18]=[CH:17][CH:16]=[CH:15][CH:14]=2)[CH:6]=1)[OH:4].Cl[O-].[Na+].O>S([O-])(O)(=O)=O.C([N+](CCCC)(CCCC)CCCC)CCC.C(Cl)Cl>[O:12]([C:7]1[CH:6]=[C:5]([C:3](=[O:4])[C:2]([F:1])([F:19])[F:20])[CH:10]=[CH:9][C:8]=1[F:11])[C:13]1[CH:14]=[CH:15][CH:16]=[CH:17][CH:18]=1 |f:1.2,4.5|. Reported procedure: 14.37 g (0.05 mol) of 2,2,2-trifluoro-1-(4-fluoro-3-phenoxyphenyl)ethanol and 0.85 g (0.0025 mol) of tetrabutylammonium hydrogen sulfate are dissolved in 200 ml of methylene chloride at room temperature. 31 ml (0.06 mol) of an approximately 12% strength sodium hypochlorite solution are metered in within 20 minutes with vigorous stirring and the mixture is stirred for a further 6 hours at room temperature. The reaction mixture is added to 200 ml of water, the phases are separated, the aqueous pha...